Dataset: the Open Reaction Database (ORD), a public repository of structured organic reaction records. Task: describe an organic reaction: reactants, conditions, products, and yield The reactants are C(C)OC(CC1CCC(CC1)C1=CC=C(C=C1)C=1N=C(SC1)NC1=CC(=CC=C1)OC)=O ((4-{4-[2-(3-methoxyphenylamino)-thiazol-4-yl]-phenyl}-cyclohexyl)-acetic acid ethyl ester), [Li+].[OH-] (LiOH), Cl (HCl). Conditions: temperature 50 celsius. The product is COC=1C=C(C=CC1)NC=1SC=C(N1)C1=CC=C(C=C1)C1CCC(CC1)CC(=O)O ((4-{4-[2-(3-Methoxyphenylamino)-thiazol-4-yl]-phenyl}-cyclohexyl)-acetic acid). RXN SMILES: C([O:3][C:4](=[O:32])[CH2:5][CH:6]1[CH2:11][CH2:10][CH:9]([C:12]2[CH:17]=[CH:16][C:15]([C:18]3[N:19]=[C:20]([NH:23][C:24]4[CH:29]=[CH:28][CH:27]=[C:26]([O:30][CH3:31])[CH:25]=4)[S:21][CH:22]=3)=[CH:14][CH:13]=2)[CH2:8][CH2:7]1)C.[Li+].[OH-].Cl>>[CH3:31][O:30][C:26]1[CH:25]=[C:24]([NH:23][C:20]2[S:21][CH:22]=[C:18]([C:15]3[CH:16]=[CH:17][C:12]([CH:9]4[CH2:8][CH2:7][CH:6]([CH2:5][C:4]([OH:32])=[O:3])[CH2:11][CH2:10]4)=[CH:13][CH:14]=3)[N:19]=2)[CH:29]=[CH:28][CH:27]=1 |f:1.2|. Procedure: To the reaction mixture of (4-{4-[2-(3-methoxyphenylamino)-thiazol-4-yl]-phenyl}-cyclohexyl)-acetic acid ethyl ester from step B is added LiOH (10% solution, 1 mL). It is then heated at 50° C. for 18 h. The mixture is then acidified with HCl solution (1 N) to pH=5. The resulting solid is filtered and dried under high vacuum to give the title compound (26.8 mg) as a solid; 1H NMR (400 MHz, DMSO-d6) δ ppm 0.96-1.07 (m, 2 H) 1.31-1.43 (m, 2 H) 1.50-1.52 (m, 1 H) 1.58-1.64 (m, 1 H) 1.71 (d, J=9.60 H... Starting materials: OCC=1N=NSC1C (4-hydroxymethyl-5-methyl-1,2,3-thiadiazole), NCCS (cysteamine). Yields the product NCCSCC=1N=NSC1C (4-[(2-aminoethyl)thiomethyl]-5-methyl-1,2,3-thiadiazole). As a reaction SMILES: O[CH2:2][C:3]1[N:4]=[N:5][S:6][C:7]=1[CH3:8].[NH2:9][CH2:10][CH2:11][SH:12]>>[NH2:9][CH2:10][CH2:11][S:12][CH2:2][C:3]1[N:4]=[N:5][S:6][C:7]=1[CH3:8]. Procedure details: Reacting 4-hydroxymethyl-5-methyl-1,2,3-thiadiazole with cysteamine by the procedure of Example 1 gives 4-[(2-aminoethyl)thiomethyl]-5-methyl-1,2,3-thiadiazole. Starting materials: C1CCOC1 (THF), C(C=C)(=O)OC1(C2CC3CC(CC1C3)C2)C (2-methyl-2-adamantyl acrylate), C1CCOC1 (THF), C1=CC=CC1 (cyclopentadiene). Conditions: temperature 50 celsius, time 20 hour. Yields the product C12C(CC(C=C1)C2)C(=O)OC2(C1CC3CC(CC2C3)C1)C (2-methyl-2-adamantyl 5-norbornene-2-carboxylate), liquid. The yield is 90.0%. Reaction SMILES: [C:1]([O:5][C:6]1([CH3:16])[CH:13]2[CH2:14][CH:9]3[CH2:10][CH:11]([CH2:15][CH:7]1[CH2:8]3)[CH2:12]2)(=[O:4])[CH:2]=[CH2:3].[CH:17]1[CH2:21][CH:20]=[CH:19]C=1.[CH2:22]1COCC1>>[CH:3]12[CH2:22][CH:21]([CH:20]=[CH:19]1)[CH2:17][CH:2]2[C:1]([O:5][C:6]1([CH3:16])[CH:7]2[CH2:15][CH:11]3[CH2:10][CH:9]([CH2:14][CH:13]1[CH2:12]3)[CH2:8]2)=[O:4]. Reported procedure: 20 2-methyl-2-adamantyl acrylate (44 g, 0.2 mol) was dissolved in 250 ml of THF, cyclopentadiene (20 g, 0.3 mol) was added slowly thereto at 0° C. and then the reaction temperature was raised to about 50° C. Then, the reaction was stirred for about 20 hours. After completion of the reaction, excess THF was removed using a rotary evaporator and then neutralized with dilute sulfuric acid. Then, the resultant product was extracted using diethyl ether and dried over magnesium sulfate. The obtained c...